describe an organic reaction: reactants, conditions, products, and yield From a dataset of the Open Reaction Database (ORD), a public repository of structured organic reaction records. Reactants: C(C)(=O)N1CCC(CC1)O (N-Acetyl-4-hydroxypiperidine), [H-].[Na+] (sodium hydride), C(C)OC(CBr)OCC (bromoacetaldehyde diethylacetal), [H-].[Na+] (sodium hydride), C(C)OC(CBr)OCC (Bromoacetaldehyde diethylacetal). Conditions: time 5 hour. Yields the product C(C)(=O)N1CCC(CC1)OCC(OCC)OCC (N-acetyl-4-(2,2-diethoxyethoxy)piperidine). The yield is 59.4%. As a reaction SMILES: [C:1]([N:4]1[CH2:9][CH2:8][CH:7]([OH:10])[CH2:6][CH2:5]1)(=[O:3])[CH3:2].[H-].[Na+].[CH2:13]([O:15][CH:16]([O:19][CH2:20][CH3:21])[CH2:17]Br)[CH3:14]>>[C:1]([N:4]1[CH2:9][CH2:8][CH:7]([O:10][CH2:17][CH:16]([O:19][CH2:20][CH3:21])[O:15][CH2:13][CH3:14])[CH2:6][CH2:5]1)(=[O:3])[CH3:2] |f:1.2|. Reported procedure: N-Acetyl-4-hydroxypiperidine (57.2 g.) in dry D.M.F. (250 ml.) was added dropwise to a stirred suspension of sodium hydride (23.2 g., 50% dispersion in mineral oil) in dry D.M.F. (200 ml.) under an atmosphere of nitrogen and with external cooling in an ice/water bath. The suspension was allowed to warm to room temperature then stirred for 5 hours. Bromoacetaldehyde diethylacetal (94.7 g.) was added slowly to the stirred reaction mixture with cooling then the mixture was stirred at room temperatu... The reactants are CS(C)=O, C=COCC1CCC(COS(C)(=O)=O)CC1, N#C[Na]. Yields the product C=COCC1CCC(CC#N)CC1. As a reaction SMILES: [CH3:17][S:18](=[O:19])[CH3:20].[CH3:1][S:2]([O:3][CH2:6][CH:7]1[CH2:8][CH2:9][CH:10]([CH2:13][O:14][CH:15]=[CH2:16])[CH2:11][CH2:12]1)(=[O:4])=[O:5].[Na:21][C:22]#[N:23]>>[CH2:6]([CH:7]1[CH2:8][CH2:9][CH:10]([CH2:13][O:14][CH:15]=[CH2:16])[CH2:11][CH2:12]1)[C:22]#[N:23]. Procedure details: A mixture of 5-chloro-N-((2-(4-iodophenyl)-1-methyl-1H-imidazol-4-yl)methyl)thiophene-2-carboxamide prepared above (14 mg, 0.031 mmol), 2-hydroxypyridine (14 mg, 0.15 mmol), 8-hydroxyquinoline (14 mg, 0.097 mmol) and K2CO3 (30 mg, 0.22 mmol) in DMSO (0.5 mL) was degassed with Argon before being charged with CuI (9 mg, 0.047 mmol). The mixture in a sealed tube was heated at 130° C. overnight. It was then purified by HPLC to give the titled compound (2 mg). MS 425.1 and 427.1 (M+H, Cl pattern). Product: ClC1=CC=C(S1)C(=O)NCC=1N=C(N(C1)C)C1=CC=C(C=C1)N1C(C=CC=C1)=O (5-Chloro-N-((1-methyl-2-(4-(2-oxopyridin-1(2H)-yl)phenyl)-1H-imidazol-4-yl)methyl)thiophene-2-carboxamide). The solvent is CS(=O)C (DMSO). The reagents and catalysts are [Cu]I (CuI). As a reaction SMILES: [Cl:1][C:2]1[S:6][C:5]([C:7]([NH:9][CH2:10][C:11]2[N:12]=[C:13]([C:17]3[CH:22]=[CH:21][C:20](I)=[CH:19][CH:18]=3)[N:14]([CH3:16])[CH:15]=2)=[O:8])=[CH:4][CH:3]=1.[OH:24][C:25]1[CH:30]=[CH:29][CH:28]=[CH:27][N:26]=1.OC1C=CC=C2C=1N=CC=C2.C([O-])([O-])=O.[K+].[K+]>CS(C)=O.[Cu]I>[Cl:1][C:2]1[S:6][C:5]([C:7]([NH:9][CH2:10][C:11]2[N:12]=[C:13]([C:17]3[CH:22]=[CH:21][C:20]([N:26]4[CH:27]=[CH:28][CH:29]=[CH:30][C:25]4=[O:24])=[CH:19][CH:18]=3)[N:14]([CH3:16])[CH:15]=2)=[O:8])=[CH:4][CH:3]=1 |f:3.4.5|. Reaction conditions: temperature 130 celsius. The reactants are ClC1=CC=C(S1)C(=O)NCC=1N=C(N(C1)C)C1=CC=C(C=C1)I (5-chloro-N-((2-(4-iodophenyl)-1-methyl-1H-imidazol-4-yl)methyl)thiophene-2-carboxamide), OC1=NC=CC=C1 (2-hydroxypyridine), OC=1C=CC=C2C=CC=NC12 (8-hydroxyquinoline), C(=O)([O-])[O-].[K+].[K+] (K2CO3).